Dataset: the Open Reaction Database (ORD), a public repository of structured organic reaction records. Task: describe an organic reaction: reactants, conditions, products, and yield Starting materials: NC1=CC=C(C(=O)O)C=C1 (4-aminobenzoic acid), O (water), C(C=C)(=O)Cl (acryloyl chloride). The solvent is CN(C)C=O (DMF), N1=CC=CC=C1 (pyridine). Reaction conditions: time 3 hour. The product is C(C=C)(=O)NC1=CC=C(C(=O)O)C=C1 (4-(acrylamido)benzoic acid). The yield is 94.2%. Reaction SMILES: [NH2:1][C:2]1[CH:10]=[CH:9][C:5]([C:6]([OH:8])=[O:7])=[CH:4][CH:3]=1.[C:11](Cl)(=[O:14])[CH:12]=[CH2:13].O>CN(C=O)C.N1C=CC=CC=1>[C:11]([NH:1][C:2]1[CH:10]=[CH:9][C:5]([C:6]([OH:8])=[O:7])=[CH:4][CH:3]=1)(=[O:14])[CH:12]=[CH2:13]. Procedure details: A solution of 4-aminobenzoic acid (1.40 g, 10 mmol) in DMF (10 mL) and pyridine (0.5 ml) was cooled to 0° C. To this solution was added of acryloyl chloride (0.94 g, 10 mmol) and the resulting mixture was stirred for 3 hours. The mixture was poured into 200 ml of water and the white solid obtained was filtered, washed with water and ether. Drying under high vacuum provided 1.8 g of the desired product which was used in the next step without purification. Reactants: [BH4-], CCc1ccc(C=O)c(OC(C)C(=O)OC)c1, C[O-], CO, Cl, [Na+], [Na+]. Product: CCc1ccc(CO)c(OC(C)C(=O)OC)c1. As a reaction SMILES: [BH4-:21].[CH2:4]([CH3:5])[c:6]1[cH:7][cH:8][c:9]([CH:19]=[O:20])[c:10]([O:11][CH:12]([C:13](=[O:14])[O:15][CH3:16])[CH3:17])[cH:18]1.[CH3:1][O-:2].[CH3:24][OH:25].[ClH:23].[Na+:22].[Na+:3]>>[CH2:4]([CH3:5])[c:6]1[cH:7][cH:8][c:9]([CH2:19][OH:20])[c:10]([O:11][CH:12]([C:13](=[O:14])[O:15][CH3:16])[CH3:17])[cH:18]1. Reactants: Cc1ccccc1, CCOC(C)=O, CCC(=O)CC#N, OCCO, Cc1ccc(S(=O)(=O)O)cc1. The product is CCC1(CC#N)OCCO1. As a reaction SMILES: [CH3:23][c:24]1[cH:25][cH:26][cH:27][cH:28][cH:29]1.[CH3:30][CH2:31][O:32][C:33](=[O:34])[CH3:35].[O:1]=[C:2]([CH2:3][C:4]#[N:5])[CH2:6][CH3:7].[OH:8][CH2:9][CH2:10][OH:11].[c:12]1([CH3:13])[cH:14][cH:15][c:16]([S:17]([OH:18])(=[O:19])=[O:20])[cH:21][cH:22]1>>[O:1]1[C:2]([CH2:3][C:4]#[N:5])([CH2:6][CH3:7])[O:8][CH2:9][CH2:10]1. The reactants are O1CCOC2=C1C=CC(=C2)NC2=NC=CC(=C2)I ((2,3-dihydro-benzo[1,4]dioxin-6-yl)-(4-iodo-pyridin-2-yl)-amine), CN(C)C1=C(C=CC=C1)B(O)O (N,N-dimethylaminobenzeneboronic acid). The reagents and catalysts are [Pd].C1(=CC=CC=C1)P(C1=CC=CC=C1)C1=CC=CC=C1.C1(=CC=CC=C1)P(C1=CC=CC=C1)C1=CC=CC=C1.C1(=CC=CC=C1)P(C1=CC=CC=C1)C1=CC=CC=C1.C1(=CC=CC=C1)P(C1=CC=CC=C1)C1=CC=CC=C1 (tetrakis (triphenylphosphine) palladium (0)). Solvent: COCCOC (1,2-dimethoxyethane). Conditions: temperature 150 celsius. Yields the product O1CCOC2=C1C=CC(=C2)NC2=NC=CC(=C2)C2=CC=C(C=C2)N(C)C ((2,3-Dihydro-benzo[1,4]dioxin-6-yl)-[4-(4-dimethylamino-phenyl)-pyridin-2-yl]-amine). Reaction SMILES: [O:1]1[C:6]2[CH:7]=[CH:8][C:9]([NH:11][C:12]3[CH:17]=[C:16](I)[CH:15]=[CH:14][N:13]=3)=[CH:10][C:5]=2[O:4][CH2:3][CH2:2]1.[CH3:19][N:20]([C:22]1[CH:27]=[CH:26][CH:25]=[CH:24][C:23]=1B(O)O)[CH3:21]>[Pd].C1(P(C2C=CC=CC=2)C2C=CC=CC=2)C=CC=CC=1.C1(P(C2C=CC=CC=2)C2C=CC=CC=2)C=CC=CC=1.C1(P(C2C=CC=CC=2)C2C=CC=CC=2)C=CC=CC=1.C1(P(C2C=CC=CC=2)C2C=CC=CC=2)C=CC=CC=1.COCCOC>[O:1]1[C:6]2[CH:7]=[CH:8][C:9]([NH:11][C:12]3[CH:17]=[C:16]([C:25]4[CH:26]=[CH:27][C:22]([N:20]([CH3:21])[CH3:19])=[CH:23][CH:24]=4)[CH:15]=[CH:14][N:13]=3)=[CH:10][C:5]=2[O:4][CH2:3][CH2:2]1 |f:2.3.4.5.6|. Procedure details: Following the same procedure described for Example 401(c), the mixture of (2,3-dihydro-benzo[1,4]dioxin-6-yl)-(4-iodo-pyridin-2-yl)-amine (Example 401(b), 75 mg, 0.2 mmol), tetrakis (triphenylphosphine) palladium (0) (Aldrich Chemical Company) (12 mg, 0.011 mmol), N,N-dimethylaminobenzeneboronic acid (Aldrich Chemical Company) (41 mg, 0.25 mmol) and 1,2-dimethoxyethane (2 mL) gave, after heated in the Microwave Smith Synthesizer at 150° C. for 10 min and purification on a Biotage 40S column (1.5... Reactants: COc1ncc(F)cc1Br, CC(=O)c1ccc(B(O)O)cc1, COCCOC, [Na+], [Na+], O=C([O-])[O-], c1ccc(P(c2ccccc2)(c2ccccc2)[Pd](P(c2ccccc2)(c2ccccc2)c2ccccc2)(P(c2ccccc2)(c2ccccc2)c2ccccc2)P(c2ccccc2)(c2ccccc2)c2ccccc2)cc1. The product is COc1ncc(F)cc1-c1ccc(C(C)=O)cc1. Reaction SMILES: [Br:1][c:2]1[c:3]([O:9][CH3:10])[n:4][cH:5][c:6]([F:8])[cH:7]1.[C:11]([CH3:12])(=[O:13])[c:14]1[cH:15][cH:16][c:17]([B:20]([OH:21])[OH:22])[cH:18][cH:19]1.[CH3:106][O:107][CH2:108][CH2:109][O:110][CH3:111].[Na+:23].[Na+:24].[O-:25][C:26](=[O:27])[O-:28].[cH:29]1[cH:30][cH:31][c:32]([P:33]([Pd:34]([P:35]([c:36]2[cH:37][cH:38][cH:39][cH:40][cH:41]2)([c:42]2[cH:43][cH:44][cH:45][cH:46][cH:47]2)[c:48]2[cH:49][cH:50][cH:51][cH:52][cH:53]2)([P:54]([c:55]2[cH:56][cH:57][cH:58][cH:59][cH:60]2)([c:61]2[cH:62][cH:63][cH:64][cH:65][cH:66]2)[c:67]2[cH:68][cH:69][cH:70][cH:71][cH:72]2)[P:73]([c:74]2[cH:75][cH:76][cH:77][cH:78][cH:79]2)([c:80]2[cH:81][cH:82][cH:83][cH:84][cH:85]2)[c:86]2[cH:87][cH:88][cH:89][cH:90][cH:91]2)([c:92]2[cH:93][cH:94][cH:95][cH:96][cH:97]2)[c:98]2[cH:99][cH:100][cH:101][cH:102][cH:103]2)[cH:104][cH:105]1>>[c:2]1(-[c:17]2[cH:16][cH:15][c:14]([C:11]([CH3:12])=[O:13])[cH:19][cH:18]2)[c:3]([O:9][CH3:10])[n:4][cH:5][c:6]([F:8])[cH:7]1. The reactants are C1(=CC=CC=C1)SC1=C(NC=2C1=NC=CC2)C(=O)N (3-phenylsulfanyl-1H-pyrrolo[3,2-b]pyridine-2-carboxylic acid amide), C(=O)([O-])[O-].[Cs+].[Cs+] (Cs2CO3), BrCCC (1-bromopropane). The solvent is N1=CC=CC=C1 (pyridine). Yields the product C1(=CC=CC=C1)SC1=C(N(C=2C1=NC=CC2)CCC)C(=O)N (3-Phenylsulfanyl-1-propyl-1H-pyrrolo[3,2-b]pyridine-2-carboxylic acid amide). Yield: 30.8%. As a reaction SMILES: Br[CH2:2][CH2:3][CH3:4].[C:5]1([S:11][C:12]2[C:16]3=[N:17][CH:18]=[CH:19][CH:20]=[C:15]3[NH:14][C:13]=2[C:21]([NH2:23])=[O:22])[CH:10]=[CH:9][CH:8]=[CH:7][CH:6]=1.C([O-])([O-])=O.[Cs+].[Cs+]>N1C=CC=CC=1>[C:5]1([S:11][C:12]2[C:16]3=[N:17][CH:18]=[CH:19][CH:20]=[C:15]3[N:14]([CH2:2][CH2:3][CH3:4])[C:13]=2[C:21]([NH2:23])=[O:22])[CH:6]=[CH:7][CH:8]=[CH:9][CH:10]=1 |f:2.3.4|. Reported procedure: Add 1-bromopropane (19 mg, 0.154 mmol) at r.t. to a mixture of 3-phenylsulfanyl-1H-pyrrolo[3,2-b]pyridine-2-carboxylic acid amide (Ia-1, 31.5 mg, 0.12 mmol), Cs2CO3 (60 mg, 0.185 mmol) in pyridine (0.5 ml). Heat the reaction at 80° C. in a sealed vessel for 1 hr. Cool the mixture and extract into ethyl acetate from water. Separate the organic phase and evaporate. Purify the residue (33 mg) by flash chromatography (SiO2, 2 gm, elute with heptane:DCM then MeOH 0-4% in DCM) to provide title compoun... Reactants: CC(Br)Br, C[SiH](C)C, [Cl-], Fc1c(Cl)cccc1CBr, Clc1cc(Cl)ncn1, C1CCOC1, O, [Zn]. The product is Fc1c(Cl)cccc1Cc1cc(Cl)ncn1. RXN SMILES: [Br:1][CH:2]([Br:3])[CH3:4].[CH3:6][SiH:7]([CH3:8])[CH3:9].[Cl-:5].[Cl:10][c:11]1[c:12]([F:19])[c:13]([CH2:14][Br:15])[cH:16][cH:17][cH:18]1.[Cl:20][c:21]1[n:22][cH:23][n:24][c:25]([Cl:27])[cH:26]1.[O:28]1[CH2:29][CH2:30][CH2:31][CH2:32]1.[OH2:34].[Zn:33]>>[Cl:10][c:11]1[c:12]([F:19])[c:13]([CH2:14][c:25]2[n:24][cH:23][n:22][c:21]([Cl:20])[cH:26]2)[cH:16][cH:17][cH:18]1. Reactants: CN(C)CC1=CC2=C(CN(CC2)C(C2=CC=C(C=C2)C(C2=C(C=C(C=C2)Cl)Cl)=O)=O)O1 (N,N-Dimethyl-[6-[4-(2,4-dichlorobenzoyl)benzoyl]-4,5,6,7-tetrahydrofuro[2,3-c]pyridin-2-ylmethyl]amine), Cl (hydrogen chloride). The solvent is CO (methanol), C(C)(=O)OCC (ethyl acetate). Yields the product Cl.CN(C)CC1=CC2=C(CN(CC2)C(C2=CC=C(C=C2)C(C2=C(C=C(C=C2)Cl)Cl)=O)=O)O1 (N,N-dimethyl-[6-[4-(2,4-dichlorobenzoyl)benzoyl]-4,5,6,7-tetrahydrofuro[2,3-c]pyridin-2-ylmethyl]amine hydrochloride). As a reaction SMILES: [CH3:1][N:2]([CH2:4][C:5]1[O:31][C:8]2[CH2:9][N:10]([C:13](=[O:30])[C:14]3[CH:19]=[CH:18][C:17]([C:20](=[O:29])[C:21]4[CH:26]=[CH:25][C:24]([Cl:27])=[CH:23][C:22]=4[Cl:28])=[CH:16][CH:15]=3)[CH2:11][CH2:12][C:7]=2[CH:6]=1)[CH3:3].Cl>CO.C(OCC)(=O)C>[ClH:27].[CH3:3][N:2]([CH2:4][C:5]1[O:31][C:8]2[CH2:9][N:10]([C:13](=[O:30])[C:14]3[CH:19]=[CH:18][C:17]([C:20](=[O:29])[C:21]4[CH:26]=[CH:25][C:24]([Cl:27])=[CH:23][C:22]=4[Cl:28])=[CH:16][CH:15]=3)[CH2:11][CH2:12][C:7]=2[CH:6]=1)[CH3:1] |f:4.5|. Reported procedure: N,N-Dimethyl-[6-[4-(2,4-dichlorobenzoyl)benzoyl]-4,5,6,7-tetrahydrofuro[2,3-c]pyridin-2-ylmethyl]amine 0.135 g was dissolved in 2 ml of methanol; hydrogen chloride in ethyl acetate was added in excess, followed by stirring. This was concentrated; the resulting solid was washed with diethyl ether to yield the desired product. The reactants are NC=1SC2=C(C=NC=C2)N1 (2-aminothiazolo[4,5-c]pyridine), Heterocyclic, COC(N(C)C)OC (N,N-dimethylformamide dimethyl acetal). Yields the product CN(C)CN=C1SC2=C(C=NC=C2)N1 (2-Dimethylaminomethyliminothiazolo[4,5-c]pyridine). Isolated yield 80.9%. Reaction SMILES: [NH2:1][C:2]1[S:3][C:4]2[CH:9]=[CH:8][N:7]=[CH:6][C:5]=2[N:10]=1.CO[CH:13](OC)[N:14]([CH3:16])[CH3:15]>>[CH3:13][N:14]([CH2:16][N:1]=[C:2]1[NH:10][C:5]2[CH:6]=[N:7][CH:8]=[CH:9][C:4]=2[S:3]1)[CH3:15]. Procedure: A stirred mixture of 2-aminothiazolo[4,5-c]pyridine [prepared according to the procedure of H. W. Altland and G. A. Molander, J. Heterocyclic Chem., 14, 129 (1977)] (0.5 g, 3.3 mmole) and N,N-dimethylformamide dimethyl acetal (5 ml) was stirred at an oil bath temperature of 80° C. for two hours under an atmosphere of argon. The solution was concentrated to dryness to leave the crystalline product. The solid was triturated with cold petroleum ether and dried to afford 0.55 g (80.9%) of the title ...